describe an organic reaction: reactants, conditions, products, and yield From a dataset of the Open Reaction Database (ORD), a public repository of structured organic reaction records. Reactants: ClC=1C=C(C=C(C1C)Cl)C=1CC(C(NN1)=O)SC (6-(3,5-dichloro-4-methylphenyl)-4-methylthio-4,5-dihydro-3(2H)-pyridazinone), Cl (hydrochloric acid), O (water). Solvent: [OH-].[Na+] (sodium hydroxide). The product is ClC=1C=C(C=C(C1C)Cl)C=1C=CC(NN1)=O (6-(3,5-dichloro-4-methylphenyl)-3(2H)pyridazinone). The yield is 94.1%. As a reaction SMILES: [Cl:1][C:2]1[CH:3]=[C:4]([C:10]2[CH2:11][CH:12](SC)[C:13](=[O:16])[NH:14][N:15]=2)[CH:5]=[C:6]([Cl:9])[C:7]=1[CH3:8].Cl.O>[OH-].[Na+]>[Cl:1][C:2]1[CH:3]=[C:4]([C:10]2[CH:11]=[CH:12][C:13](=[O:16])[NH:14][N:15]=2)[CH:5]=[C:6]([Cl:9])[C:7]=1[CH3:8] |f:3.4|. Procedure: A suspension of 1.52 g (0.005 mole) of 6-(3,5-dichloro-4-methylphenyl)-4-methylthio-4,5-dihydro-3(2H)-pyridazinone, prepared as described in Example 1(d), in 30 ml of 1N aqueous sodium hydroxide was refluxed for 1 hour. The reaction mixture was allowed to cool and then acidified by adding concentrated hydrochloric acid, whilst water-cooling. The crystals which precipitated were collected by filtration, thoroughly washed with water and then dried to give 1.2 g (yield 94%) of the desired 6-(3,5-di...